Task: describe an organic reaction: reactants, conditions, products, and yield. Dataset: the Open Reaction Database (ORD), a public repository of structured organic reaction records Reactants: CC(C(C)=O)(C)C (3,3-dimethyl-2-butanone), N1=CC=C(C=C1)C=O (4-pyridinecarboxaldehyde), C(C)O (ethanol), [OH-].[Na+] (sodium hydroxide). Run in ClCCl (dichloromethane). Reaction conditions: time 12 hour. Yields the product C(C)(C)(C)C(C=CC1=CC=NC=C1)=O (1-tert-Butyl-3-(4-pyridyl)-2-propene-1-one). Reaction SMILES: [CH3:1][C:2]([CH3:7])([CH3:6])[C:3](=[O:5])[CH3:4].[N:8]1[CH:13]=[CH:12][C:11]([CH:14]=O)=[CH:10][CH:9]=1.C(O)C.[OH-].[Na+]>ClCCl>[C:2]([C:3](=[O:5])[CH:4]=[CH:14][C:11]1[CH:12]=[CH:13][N:8]=[CH:9][CH:10]=1)([CH3:7])([CH3:6])[CH3:1] |f:3.4|. Procedure: A mixture of 3,3-dimethyl-2-butanone (2.5 ml, 20.0 mmol), 4-pyridinecarboxaldehyde (2.15 ml, 22.3 mmol), ethanol (7.6 ml), and 4.5% aqueous sodium hydroxide (4.6 ml) was kept at room temperature for 12 h. It was diluted with dichloromethane, washed with aqueous hydrochloric acid and water, dried and evaporated. Subsequent column chromatography (hexane-ethyl acetate=3:1) provided the title compound. MS (m/z): 190.4 (M+H)+; C12H15NO requir. 189.3. The reactants are material ( 10(c) ), COC(=O)C1=NC=C(C=C1)C(=O)O (Pyridine 2,5-dicarboxylic acid 2-methyl ester), S(=O)(Cl)Cl (thionyl chloride). Product: COC(=O)C1=NC=C(C=C1)C(=O)Cl (5-chlorocarbonyl-pyridine-2-carboxylic acid methyl ester). As a reaction SMILES: [CH3:1][O:2][C:3]([C:5]1[CH:10]=[CH:9][C:8]([C:11]([OH:13])=O)=[CH:7][N:6]=1)=[O:4].S(Cl)([Cl:16])=O>>[CH3:1][O:2][C:3]([C:5]1[CH:10]=[CH:9][C:8]([C:11]([Cl:16])=[O:13])=[CH:7][N:6]=1)=[O:4]. Procedure details: Starting material (10(c)) was prepared as follows. Pyridine 2,5-dicarboxylic acid 2-methyl ester (10(a)) (9.0 g; 0.05 mole) was added to stirring thionyl chloride (25 mL) and the mixture refluxed gently for 2.5 hours. The excess thionyl chloride was removed in vacuo and the residual solid azeotroped with toluene (2×25 mL) to give 5-chlorocarbonyl-pyridine-2-carboxylic acid methyl ester (10(b)) which was used crude in the next reaction. Reactants: C([O-])([O-])=O.[Na+].[Na+] (sodium carbonate), OC(C(=O)O)CCCCCCC(=O)O (2-hydroxynonanedioic acid), CC(=O)C (acetone), S(O)(O)(=O)=O (sulfuric acid). The solvent is petroleum ether, petroleum ether, O (water). Product: C(=O)(O)CCCCCCC1OC(OC1=O)(C)C (4-(6-Carboxyhexyl)-2,2-dimethyl-5-oxo-1,3-dioxolane). RXN SMILES: [OH:1][CH:2]([CH2:6][CH2:7][CH2:8][CH2:9][CH2:10][CH2:11][C:12]([OH:14])=[O:13])[C:3]([OH:5])=[O:4].[CH3:15][C:16]([CH3:18])=O.S(=O)(=O)(O)O.C(=O)([O-])[O-].[Na+].[Na+]>O>[C:12]([CH2:11][CH2:10][CH2:9][CH2:8][CH2:7][CH2:6][CH:2]1[C:3](=[O:5])[O:4][C:16]([CH3:18])([CH3:15])[O:1]1)([OH:14])=[O:13] |f:3.4.5|. Procedure details: A stirred mixture of 10.2 g. of 2-hydroxynonanedioic acid, 50 ml. of acetone, 75 ml. of petroleum ether (b.p. 30°-55° C.), and 0.25 ml. of sulfuric acid is heated at reflux for 7 hours with azeotropic removal of water. The stirred mixture is treated with 0.59 g. of sodium carbonate and diluted with petroleum ether. The solution is decanted from solid and concentrated to give 9.4 g. of oil; pmr (CDCl3) δ 1.58 and 1.63 (gem-dimethyl group). Run in CO (methanol). As a reaction SMILES: [Cl:1][C:2]1[CH:7]=[CH:6][C:5]([CH:8]2[CH2:11][CH2:10][C:9]2=[N:12]O)=[CH:4][CH:3]=1.[BH4-].[Na+]>CO>[Cl:1][C:2]1[CH:3]=[CH:4][C:5]([CH:8]2[CH2:11][CH2:10][CH:9]2[NH2:12])=[CH:6][CH:7]=1 |f:1.2|. Yields the product ClC1=CC=C(C=C1)C1C(CC1)N (2-(4-chlorophenyl)cyclobutanamine). Run at time 2 hour. Starting materials: ClC1=CC=C(C=C1)C1C(CC1)=NO (2-(4-chlorophenyl)cyclobutanone oxime), MoO3, [BH4-].[Na+] (sodium borohydride). The yield is 66.1%. Procedure: To a solution of 2-(4-chlorophenyl)cyclobutanone oxime (200 mg, 1 mmol) in methanol (5 ml) was added MoO3 (205 mg, 1.4 eq.) and sodium borohydride (394 mg, 10 eq) at 0° C. After stirring at rt for 2 h the solvent was evaporated. A mixture of H2O and CH2Cl2 was added. Organic phase was separated, washed with brine, dried and concentrated in vacuo. 120 mg of product-amine was isolated as a mixture of cis and trans isomers 2:1. The crude product without purification was used for the next reaction. Starting materials: saturated aqueous solution, C([O-])([O-])=O.[Na+].[Na+] (sodium carbonate), COC1=C(C=CC=C1)C1=NN(C2=NC=C(C=C21)B2OC(C(O2)(C)C)(C)C)COCC[Si](C)(C)C (3-(2-methoxy-phenyl)-5-(4,4,5,5-tetramethyl-[1,3,2]dioxaborolan-2-yl)-1-(2-trimethylsilanyl-ethoxymethyl)-1H-pyrazolo[3,4-b]pyridine), C([O-])(O)=O.[Na+] (sodium bicarbonate), BrC=1C=C(C=CC1)C(O)C1=NC=CC=C1C ((3-bromo-phenyl)-(3-methyl-pyridin-2-yl)-methanol). The reagents and catalysts are C1=CC=C(C=C1)[PH+](C2=CC=CC=C2)[C]3[CH][CH][CH][CH]3.C1=CC=C(C=C1)[PH+](C2=CC=CC=C2)[C]3[CH][CH][CH][CH]3.C(Cl)Cl.Cl[Pd]Cl.[Fe] (dichloro[1,1′-bis(diphenyl-phoshino)ferrocene]palladium(II) dichloromethane adduct). The solvent is C1(=CC=CC=C1)C (toluene), C(C)#N (acetonitrile), ClCCl (dichloromethane). Product: COC1=C(C=CC=C1)C1=NN(C2=NC=C(C=C21)C=2C=C(C=CC2)C(O)C2=NC=CC=C2C)COCC[Si](C)(C)C ({3-[3-(2-methoxy-phenyl)-1-(2-trimethylsilanyl-ethoxymethyl)-1H-pyrazolo[3,4-b]pyridin-5-yl]-phenyl}-(3-methyl-pyridin-2-yl)-methanol). RXN SMILES: [CH3:1][O:2][C:3]1[CH:8]=[CH:7][CH:6]=[CH:5][C:4]=1[C:9]1[C:17]2[C:12](=[N:13][CH:14]=[C:15](B3OC(C)(C)C(C)(C)O3)[CH:16]=2)[N:11]([CH2:27][O:28][CH2:29][CH2:30][Si:31]([CH3:34])([CH3:33])[CH3:32])[N:10]=1.Br[C:36]1[CH:37]=[C:38]([CH:42]([C:44]2[C:49]([CH3:50])=[CH:48][CH:47]=[CH:46][N:45]=2)[OH:43])[CH:39]=[CH:40][CH:41]=1.C(=O)([O-])[O-].[Na+].[Na+].C(=O)(O)[O-].[Na+]>C1C=CC([PH+]([C]2[CH][CH][CH][CH]2)C2C=CC=CC=2)=CC=1.C1C=CC([PH+]([C]2[CH][CH][CH][CH]2)C2C=CC=CC=2)=CC=1.C(Cl)Cl.Cl[Pd]Cl.[Fe].ClCCl.C1(C)C=CC=CC=1.C(#N)C>[CH3:1][O:2][C:3]1[CH:8]=[CH:7][CH:6]=[CH:5][C:4]=1[C:9]1[C:17]2[C:12](=[N:13][CH:14]=[C:15]([C:40]3[CH:39]=[C:38]([CH:42]([C:44]4[C:49]([CH3:50])=[CH:48][CH:47]=[CH:46][N:45]=4)[OH:43])[CH:37]=[CH:36][CH:41]=3)[CH:16]=2)[N:11]([CH2:27][O:28][CH2:29][CH2:30][Si:31]([CH3:32])([CH3:33])[CH3:34])[N:10]=1 |f:2.3.4,5.6,7.8.9.10.11,^1:66,67,68,69,70,84,85,86,87,88|. Procedure details: 415 mg (0.87 mmol) of 3-(2-methoxy-phenyl)-5-(4,4,5,5-tetramethyl-[1,3,2]dioxaborolan-2-yl)-1-(2-trimethylsilanyl-ethoxymethyl)-1H-pyrazolo[3,4-b]pyridine, 40 mg (49 μmol) of dichloro[1,1′-bis(diphenyl-phoshino)ferrocene]palladium(II) dichloromethane adduct and 240 mg (0.86 mmol) of (3-bromo-phenyl)-(3-methyl-pyridin-2-yl)-methanol were place in a microwave vial. 6 mL of acetonitrile, 2 mL of toluene and 6 mL of a saturated aqueous solution of sodium carbonate were added. The vial was sealed and... Reactants: S=C1Nc2cc(OCc3ccccc3)ccc2Nc2ccccc21, CCOCCO, NCc1cccnc1. The product is c1ccc(COc2ccc3c(c2)N=C(NCc2cccnc2)c2ccccc2N3)cc1. As a reaction SMILES: [CH2:1]([c:2]1[cH:3][cH:4][cH:5][cH:6][cH:7]1)[O:8][c:9]1[cH:10][cH:11][c:12]2[c:13]([cH:24]1)[NH:14][C:15](=[S:23])[c:16]1[c:17]([cH:19][cH:20][cH:21][cH:22]1)[NH:18]2.[CH3:33][CH2:34][O:35][CH2:36][CH2:37][OH:38].[NH2:25][CH2:26][c:27]1[cH:28][n:29][cH:30][cH:31][cH:32]1>>[CH2:1]([c:2]1[cH:3][cH:4][cH:5][cH:6][cH:7]1)[O:8][c:9]1[cH:10][cH:11][c:12]2[c:13]([cH:24]1)[N:14]=[C:15]([NH:25][CH2:26][c:27]1[cH:28][n:29][cH:30][cH:31][cH:32]1)[c:16]1[c:17]([cH:19][cH:20][cH:21][cH:22]1)[NH:18]2.